The task is: describe an organic reaction: reactants, conditions, products, and yield. This data is from the Open Reaction Database (ORD), a public repository of structured organic reaction records. Starting materials: Cc1oc(-c2ccc(F)cc2)nc1CCOc1ccc(CC(N)C(=O)O)cc1, CCC(=O)CC(=O)c1ccccc1. The product is CCC(=CC(=O)c1ccccc1)NC(Cc1ccc(OCCc2nc(-c3ccc(F)cc3)oc2C)cc1)C(=O)O. Reaction SMILES: [NH2:1][CH:2]([C:3](=[O:4])[OH:5])[CH2:6][c:7]1[cH:8][cH:9][c:10]([O:13][CH2:14][CH2:15][c:16]2[n:17][c:18](-[c:22]3[cH:23][cH:24][c:25]([F:28])[cH:26][cH:27]3)[o:19][c:20]2[CH3:21])[cH:11][cH:12]1.[c:29]1([C:35]([CH2:36][C:37]([CH2:38][CH3:39])=[O:40])=[O:41])[cH:30][cH:31][cH:32][cH:33][cH:34]1>>[NH:1]([CH:2]([C:3](=[O:4])[OH:5])[CH2:6][c:7]1[cH:8][cH:9][c:10]([O:13][CH2:14][CH2:15][c:16]2[n:17][c:18](-[c:22]3[cH:23][cH:24][c:25]([F:28])[cH:26][cH:27]3)[o:19][c:20]2[CH3:21])[cH:11][cH:12]1)[C:37](=[CH:36][C:35]([c:29]1[cH:30][cH:31][cH:32][cH:33][cH:34]1)=[O:41])[CH2:38][CH3:39]. Starting materials: CCOC(=O)C=CCCCCO, Cl, [H-], [Na+], C1CCOC1, O. Product: CCOC(=O)CC1CCCCO1. Reaction SMILES: [CH2:1]([CH3:2])[O:3][C:4]([CH:5]=[CH:6][CH2:7][CH2:8][CH2:9][CH2:10][OH:11])=[O:12].[ClH:15].[H-:13].[Na+:14].[O:17]1[CH2:18][CH2:19][CH2:20][CH2:21]1.[OH2:16]>>[CH2:1]([CH3:2])[O:3][C:4]([CH2:5][CH:6]1[CH2:7][CH2:8][CH2:9][CH2:10][O:11]1)=[O:12]. RXN SMILES: [Br:22][c:23]1[n:24][cH:25][c:26]([F:29])[cH:27][cH:28]1.[C:30](=[O:31])([O-:32])[O-:33].[CH3:36][c:37]1[cH:38][cH:39][cH:40][cH:41][cH:42]1.[Cs+:34].[Cs+:35].[OH:1][c:2]1[cH:3][c:4]([CH:5]=[C:6]2[CH2:7][CH2:8][N:9]([C:12](=[O:13])[O:14][C:15]([CH3:16])([CH3:17])[CH3:18])[CH2:10][CH2:11]2)[cH:19][cH:20][cH:21]1>>[O:1]([c:2]1[cH:3][c:4]([CH:5]=[C:6]2[CH2:7][CH2:8][N:9]([C:12](=[O:13])[O:14][C:15]([CH3:16])([CH3:17])[CH3:18])[CH2:10][CH2:11]2)[cH:19][cH:20][cH:21]1)[c:23]1[n:24][cH:25][c:26]([F:29])[cH:27][cH:28]1. Product: CC(C)(C)OC(=O)N1CCC(=Cc2cccc(Oc3ccc(F)cn3)c2)CC1. Starting materials: Fc1ccc(Br)nc1, O=C([O-])[O-], Cc1ccccc1, [Cs+], [Cs+], CC(C)(C)OC(=O)N1CCC(=Cc2cccc(O)c2)CC1.